This data is from the Open Reaction Database (ORD), a public repository of structured organic reaction records. The task is: describe an organic reaction: reactants, conditions, products, and yield Reactants: C(C)(C)(C)OP(=O)(OC(COC(=O)N1C([C@@](C2=CC=C(C=C12)C(F)(F)F)(F)C1=C(C=CC(=C1)Cl)OC)=O)C)OC(C)(C)C ((S)-3-(5-chloro-2-methoxy-phenyl)-3-fluoro-2-oxo-6-trifluoromethyl-2,3-dihydro-indole-1-carboxylic acid 2-(di-tert-butoxy-phosphoryloxy)-propyl ester), OCCOP(OC(C)(C)C)(OC(C)(C)C)=O (phosphoric acid di-tert-butyl ester 2-hydroxy-ethyl ester). The product is C(C)(C)(C)OP(=O)(OCCOC(=O)N1C([C@@](C2=CC=C(C=C12)C(F)(F)F)(F)C1=C(C=CC(=C1)Cl)OC)=O)OC(C)(C)C ((S)-3-(5-Chloro-2-methoxy-phenyl)-3-fluoro-2-oxo-6-trifluoromethyl-2,3-dihydro-indole-1-carboxylic acid 2-(di-tert-butoxy-phosphoryloxy)-ethyl ester). The yield is 52.0%. As a reaction SMILES: [C:1]([O:5][P:6]([O:39][C:40]([CH3:43])([CH3:42])[CH3:41])([O:8][CH:9](C)[CH2:10][O:11][C:12]([N:14]1[C:22]2[C:17](=[CH:18][CH:19]=[C:20]([C:23]([F:26])([F:25])[F:24])[CH:21]=2)[C@@:16]([C:28]2[CH:33]=[C:32]([Cl:34])[CH:31]=[CH:30][C:29]=2[O:35][CH3:36])([F:27])[C:15]1=[O:37])=[O:13])=[O:7])([CH3:4])([CH3:3])[CH3:2].OCCOP(=O)(OC(C)(C)C)OC(C)(C)C>>[C:40]([O:39][P:6]([O:5][C:1]([CH3:4])([CH3:3])[CH3:2])([O:8][CH2:9][CH2:10][O:11][C:12]([N:14]1[C:22]2[C:17](=[CH:18][CH:19]=[C:20]([C:23]([F:26])([F:24])[F:25])[CH:21]=2)[C@@:16]([C:28]2[CH:33]=[C:32]([Cl:34])[CH:31]=[CH:30][C:29]=2[O:35][CH3:36])([F:27])[C:15]1=[O:37])=[O:13])=[O:7])([CH3:43])([CH3:42])[CH3:41]. Procedure details: The title compound was prepared analogously to (S)-3-(5-chloro-2-methoxy-phenyl)-3-fluoro-2-oxo-6-trifluoromethyl-2,3-dihydro-indole-1-carboxylic acid 2-(di-tert-butoxy-phosphoryloxy)-propyl ester ((S)-VII, n=2) in 52% yield, using phosphoric acid di-tert-butyl ester 2-hydroxy-ethyl ester. 1H NMR (CDCl3, 500 MHz) δ 8.29 (s, 1H), 7.77 (d, 1H), 7.43 (d, 1H), 7.35 (d, 1H), 7.27 (d, 1H), 6.75 (d, 1H), 4.67 (m, 2H), 4.31 (m, 2H), 3.53 (s, 3H), 1.47 (s, 18H); LC-MS, 640.15 (MH+, 96); 31P NMR (CDCl3, 5... Reactants: CCN(C(C)C)C(C)C, O=C(Nc1ccc(O)cc1)c1cc(Cl)ncn1, O=C(Cl)c1cc(Cl)ncn1, ClCCl, Cc1ccccc1N. Product: Cc1ccccc1NC(=O)c1cc(Cl)ncn1. As a reaction SMILES: [CH:36]([N:37]([CH2:38][CH3:39])[CH:40]([CH3:41])[CH3:42])([CH3:43])[CH3:44].[Cl:11][c:12]1[n:13][cH:14][n:15][c:16]([C:17]([NH:18][c:19]2[cH:20][cH:21][c:22]([OH:23])[cH:24][cH:25]2)=[O:26])[cH:27]1.[Cl:1][c:2]1[cH:3][c:4]([C:8](=[O:9])[Cl:10])[n:5][cH:6][n:7]1.[Cl:45][CH2:46][Cl:47].[NH2:28][c:29]1[c:30]([CH3:35])[cH:31][cH:32][cH:33][cH:34]1>>[Cl:1][c:2]1[cH:3][c:4]([C:8](=[O:9])[NH:28][c:29]2[c:30]([CH3:35])[cH:31][cH:32][cH:33][cH:34]2)[n:5][cH:6][n:7]1. Procedure details: 418.8 g of 94% pure α-nonylacrolein oxime, 1,030 g of o-xylene, 94.6 g of 95% pure α-nonylacrylonitrile and 13.9 g (2 mol %, based on oxime) of Cu(II) 2-ethylhexanoate were heated at 130° C. A vigorous exothermic reaction began; after this reaction had abated, stirring was continued for a further 1.5 hours at 110° C. Analysis by gas chromatography showed that 98.8% of the oxime used had been converted. 1.2 liters of petroleum ether were added to the reaction mixture, the latter was then cooled t... Run at temperature -20 celsius, time 1.5 hour. Isolated yield 318.9%. Yields the product C(CCCCCCCC)C(C(=O)N)=C (α-nonylacrylamide). Run in CC=1C=CC=CC1C (o-xylene), petroleum ether. As a reaction SMILES: C(C(=N[OH:14])C=C)CCCCCCCC.[CH2:15]([C:24](=[CH2:27])[C:25]#[N:26])[CH2:16][CH2:17][CH2:18][CH2:19][CH2:20][CH2:21][CH2:22][CH3:23]>CC1C=CC=CC=1C>[CH2:15]([C:24](=[CH2:27])[C:25]([NH2:26])=[O:14])[CH2:16][CH2:17][CH2:18][CH2:19][CH2:20][CH2:21][CH2:22][CH3:23]. Reactants: C(CCCCCCCC)C(C=C)=NO (α-nonylacrolein oxime), C(CCCCCCCC)C(C#N)=C (α-nonylacrylonitrile), oxime. Starting materials: BrC1=C(C=C(C=C1)S(=O)(=O)Cl)F (4-Bromo-3-fluoro-benzenesulfonyl chloride), C1(CCC1)N (cyclobutylamine). Run in ClCCl (dichloromethane). The product is BrC1=C(C=C(C=C1)S(=O)(=O)NC1CCC1)F (4-bromo-N-cyclobutyl-3-fluorobenzenesulfonamide). The yield is 88.9%. RXN SMILES: [Br:1][C:2]1[CH:7]=[CH:6][C:5]([S:8](Cl)(=[O:10])=[O:9])=[CH:4][C:3]=1[F:12].[CH:13]1([NH2:17])[CH2:16][CH2:15][CH2:14]1>ClCCl>[Br:1][C:2]1[CH:7]=[CH:6][C:5]([S:8]([NH:17][CH:13]2[CH2:16][CH2:15][CH2:14]2)(=[O:10])=[O:9])=[CH:4][C:3]=1[F:12]. Procedure details: According to general procedure C, 4-Bromo-3-fluoro-benzenesulfonyl chloride (0.40 g, 1.46 mmol) and cyclobutylamine (0.31 mL, 3.65 mmol) were stirred together with dry dichloromethane (5 mL) for 16 hours. 4-bromo-N-cyclobutyl-3-fluorobenzenesulfonamide (0.40 g, 89%) was provided after purification. MS (ESI) m/z 308. HPLC purity 98.2% at 210-370 nm, 10.6 min.; the Xterra® RP18 column, 3.5μ, 150×4.6 mm column, 1.2 mL/min., 85/15-5/95 (ammonium formate buffer pH=3.5/ACN+MeOH) for 10 min., hold 4 mi... Starting materials: BrCCOC1CCCCO1, CCCC[N+](CCCC)(CCCC)CCCC, C1COCCO1, [F-], O=C(O)C(F)(F)F, Nc1cnc(F)cc1I, [I-], [K+], [K+], [OH-]. The product is Fc1cc(I)c(NCCOC2CCCCO2)cn1. As a reaction SMILES: [Br:17][CH2:18][CH2:19][O:20][CH:21]1[O:22][CH2:23][CH2:24][CH2:25][CH2:26]1.[CH2:32]([N+:33]([CH2:34][CH2:35][CH2:36][CH3:37])([CH2:38][CH2:39][CH2:40][CH3:41])[CH2:42][CH2:43][CH2:44][CH3:45])[CH2:46][CH2:47][CH3:48].[CH2:49]1[O:50][CH2:51][CH2:52][O:53][CH2:54]1.[F-:29].[F:10][C:11]([F:12])([F:13])[C:14]([OH:15])=[O:16].[F:1][c:2]1[cH:3][c:4]([I:9])[c:5]([NH2:8])[cH:6][n:7]1.[I-:31].[K+:28].[K+:30].[OH-:27]>>[F:1][c:2]1[cH:3][c:4]([I:9])[c:5]([NH:8][CH2:18][CH2:19][O:20][CH:21]2[O:22][CH2:23][CH2:24][CH2:25][CH2:26]2)[cH:6][n:7]1.